Dataset: the Open Reaction Database (ORD), a public repository of structured organic reaction records. Task: describe an organic reaction: reactants, conditions, products, and yield The reactants are Clc1ncc(Br)c(Cl)n1, C1CCOC1, CC(O)C(C)O, [H-], [Na+]. Yields the product CC(O)C(C)Oc1nc(Cl)ncc1Br. RXN SMILES: [Br:9][c:10]1[c:11]([Cl:17])[n:12][c:13]([Cl:16])[n:14][cH:15]1.[CH2:18]1[O:19][CH2:20][CH2:21][CH2:22]1.[CH3:1][CH:2]([CH:3]([CH3:4])[OH:5])[OH:6].[H-:7].[Na+:8]>>[CH3:1][CH:2]([CH:3]([CH3:4])[O:5][c:11]1[c:10]([Br:9])[cH:15][n:14][c:13]([Cl:16])[n:12]1)[OH:6]. The reactants are O (water), OC=1C=C2C=CC(NC2=CC1)=O (6-hydroxycarbostyril), [H-].[Na+] (sodium hydride), ClCC(CN(CC1=CC=CC=C1)C)O (1-chloro-2-hydroxy-3-(N-methyl-N-benzylamino)propane). Run in CN(C=O)C (dimethylformamide). Conditions: time 3 hour. The product is CN(CC1=CC=CC=C1)CC(COC=1C=C2C=CC(NC2=CC1)=O)O (6-[3-(N-methyl-N-benzylamino)-2-hydroxypropoxy]carbostyril). The yield is 22.6%. RXN SMILES: [OH:1][C:2]1[CH:3]=[C:4]2[C:9](=[CH:10][CH:11]=1)[NH:8][C:7](=[O:12])[CH:6]=[CH:5]2.[H-].[Na+].Cl[CH2:16][CH:17]([OH:28])[CH2:18][N:19]([CH3:27])[CH2:20][C:21]1[CH:26]=[CH:25][CH:24]=[CH:23][CH:22]=1.O>CN(C)C=O>[CH3:27][N:19]([CH2:18][CH:17]([OH:28])[CH2:16][O:1][C:2]1[CH:3]=[C:4]2[C:9](=[CH:10][CH:11]=1)[NH:8][C:7](=[O:12])[CH:6]=[CH:5]2)[CH2:20][C:21]1[CH:22]=[CH:23][CH:24]=[CH:25][CH:26]=1 |f:1.2|. Procedure: To a solution of 6-hydroxycarbostyril (1.6 g) and sodium hydride (50% oily) (1 g) in dimethylformamide (30 ml), 1-chloro-2-hydroxy-3-(N-methyl-N-benzylamino)propane (2.2 g) is added dropwise at room temperature. After the addition, the mixture is heated with stirring at 70°-80° C. for 3 hours. The reaction mixture is poured into water and extracted with chloroform, and the extract is dried over magnesium sulfate. Chloroform is distilled off and the resulting residue is purified by silica gel col... Yields the product NC(=NO)c1cccs1. RXN SMILES: [C:1](#[N:2])[c:3]1[s:4][cH:5][cH:6][cH:7]1.[CH3:17][CH2:18][OH:19].[ClH:10].[K+:11].[K+:12].[NH2:8][OH:9].[O-:13][C:14]([O-:15])=[O:16].[OH2:20]>>[C:1]([NH2:2])([c:3]1[s:4][cH:5][cH:6][cH:7]1)=[N:8][OH:9]. The reactants are N#Cc1cccs1, CCO, Cl, [K+], [K+], NO, O=C([O-])[O-], O. Starting materials: ClC1=NC(=NS1)SC (5-chloro-3-methylthio-1,2,4-thiadiazole), ClC1=C(C=NC=C1)CO (4-chloro-3-pyridylmethyl alcohol), [H-].[Na+] (sodium hydride), [Cl-].[NH4+] (ammonium chloride). Run in CN(C=O)C (N,N-dimethylformamide). Run at time 0.5 hour. The product is ClC1=CC=C(C=N1)COC1=NC(=NS1)SC (5-(6-chloro-3-pyridyl)methyloxy-3-methylthio-1,2,4-thiadiazole). As a reaction SMILES: Cl[C:2]1[S:6][N:5]=[C:4]([S:7][CH3:8])[N:3]=1.Cl[C:10]1[CH:15]=[CH:14][N:13]=[CH:12][C:11]=1[CH2:16][OH:17].[H-].[Na+].[Cl-:20].[NH4+]>CN(C)C=O>[Cl:20][C:14]1[N:13]=[CH:12][C:11]([CH2:16][O:17][C:2]2[S:6][N:5]=[C:4]([S:7][CH3:8])[N:3]=2)=[CH:10][CH:15]=1 |f:2.3,4.5|. Reported procedure: Into 2.5 ml of N,N-dimethylformamide were dissolved 200 mg of 5-chloro-3-methylthio-1,2,4-thiadiazole and 207 mg of 4-chloro-3-pyridylmethyl alcohol, 59 mg of sodium hydride (60% in oil) was added thereto under ice-cooling, and the reaction mixture was stirred for 0.5 hour under ice-cooling and for 1 hour at room temperature. The reaction mixture was added to saturated ammonium chloride aqueous solution, and extracted with t-butyl methyl ether. The organic layer was concentrated, and the residue... The reactants are COC(=O)[C@H]1C[C@H]([C@H](CC1)Br)O ((1R,3R,4S)-4-Bromo-3-hydroxy-cyclohexanecarboxylic acid methyl ester), [N-]=[N+]=[N-].[Na+] (sodium azide). The solvent is CN(C)C=O (DMF). Reaction conditions: temperature 60 celsius, time 8 hour. Product: COC(=O)[C@H]1C[C@H]([C@@H](CC1)N=[N+]=[N-])O ((1R,3R,4R)-4-Azido-3-hydroxy-cyclohexanecarboxylic acid methyl ester). Isolated yield 41.8%. RXN SMILES: [CH3:1][O:2][C:3]([C@@H:5]1[CH2:10][CH2:9][C@H:8](Br)[C@H:7]([OH:12])[CH2:6]1)=[O:4].[N-:13]=[N+:14]=[N-:15].[Na+]>CN(C=O)C>[CH3:1][O:2][C:3]([C@@H:5]1[CH2:10][CH2:9][C@@H:8]([N:13]=[N+:14]=[N-:15])[C@H:7]([OH:12])[CH2:6]1)=[O:4] |f:1.2|. Procedure details: A solution of bromide (a) (52.4 g, 221 mmol) in DMF (1.2 liters) was treated with sodium azide (21.5 g, 331 mmol) and heated at 60° C. for 8 hours. The mixture was stirred at room temperature overnight and then evaporated. The residue was extracted with warm iso-propanol (2×300 ml). Evaporation afforded an oil which was chromatographed on silica eluting with a gradient of ethyl acetate in petroleum ether affording an oil (31 g) which was a 2:1 mixture of desired (1R,3R,4R)-4-azido-3-hydroxy-cycl... Starting materials: ice, OS(=O)(=O)O (H2SO4), BrC1=C(C(=CC(=C1)F)F)F (1-bromo-2,3,5-trifluorobenzene), solution, C(CCC)[Li] (n-butyllithium), C(=O)C=C (acrolein). Run in CCOCC (ether), CCCCCC (hexane), CCOCC (ether). Conditions: temperature -73 celsius, time 2 minute. The product is C(=C)C(O)C1=C(C(=CC(=C1)F)F)F (α-Ethenyl-2,3,5-trifluorobenzenemethanol). Reaction SMILES: Br[C:2]1[CH:7]=[C:6]([F:8])[CH:5]=[C:4]([F:9])[C:3]=1[F:10].C([Li])CCC.[CH:16]([CH:18]=[CH2:19])=[O:17].OS(O)(=O)=O>CCOCC.CCCCCC>[CH:18]([CH:16]([C:2]1[CH:7]=[C:6]([F:8])[CH:5]=[C:4]([F:9])[C:3]=1[F:10])[OH:17])=[CH2:19]. Procedure details: A solution of 4.1 g (0.0194 mol) of 1-bromo-2,3,5-trifluorobenzene in 50 ml of anhydrous ether is cooled to -76 ° C. under a nitrogen atmosphere. 12.1 ml (0.0194 mol) of a 1.6M solution of n-butyllithium in hexane are added dropwise over 15 minutes at a temperature below -72° C. The mixture is stirred for 2 minutes at -73° C. and then a solution of 1.15 g (0.0205 mol) of acrolein in 5 ml of anhydrous ether is added dropwise. The mixture is stirred for 30 minutes at -70° C. and is then allowed to... The reactants are O=C([O-])O, COc1cc2c(cc1OC)CNCC2, Clc1nc(Cl)nc(Cl)n1, Cl, [Na+], O. Yields the product COc1cc2c(cc1OC)CN(c1nc(Cl)nc(Cl)n1)CC2. RXN SMILES: [C:25](=[O:26])([O-:27])[OH:28].[CH3:11][O:12][c:13]1[cH:14][c:15]2[c:20]([cH:21][c:22]1[O:23][CH3:24])[CH2:19][NH:18][CH2:17][CH2:16]2.[Cl:1][c:2]1[n:3][c:4]([Cl:5])[n:6][c:7]([Cl:8])[n:9]1.[ClH:10].[Na+:29].[OH2:30]>>[c:2]1([N:18]2[CH2:17][CH2:16][c:15]3[cH:14][c:13]([O:12][CH3:11])[c:22]([O:23][CH3:24])[cH:21][c:20]3[CH2:19]2)[n:3][c:4]([Cl:5])[n:6][c:7]([Cl:8])[n:9]1. Reactants: OC1CCC(C2=C1SC=C2)CC(=O)N (4,5,6,7-tetrahydro-7-hydroxybenzo[b]thien-4-ylacetamide), CI (methyl iodide). The reagents and catalysts are [Ag]=O (silver oxide). Solvent: O1CCCC1 (tetrahydrofuran). Run at time 8 hour. Product: COC1CCC(C2=C1SC=C2)CC(=O)N (4,5,6,7-Tetrahydro-7-methoxybenzo[b]thien-4-ylacetamide). Isolated yield 95.0%. As a reaction SMILES: [OH:1][CH:2]1[C:7]2[S:8][CH:9]=[CH:10][C:6]=2[CH:5]([CH2:11][C:12]([NH2:14])=[O:13])[CH2:4][CH2:3]1.[CH3:15]I>O1CCCC1.[Ag]=O>[CH3:15][O:1][CH:2]1[C:7]2[S:8][CH:9]=[CH:10][C:6]=2[CH:5]([CH2:11][C:12]([NH2:14])=[O:13])[CH2:4][CH2:3]1. Procedure: Eight g (37.86 mm) of 4,5,6,7-tetrahydro-7-hydroxybenzo[b]thien-4-ylacetamide and methyl iodide (28 ml, 0.45 M) are stirred in tetrahydrofuran (160 ml). The suspension is treated with silver oxide (60 g, 0.259 M) added in portions over a period of 5 hours. The reaction mixture is stirred overnight, filtered through celite, the cake is washed with tetrahydrofuran (2 × 100 ml) and dichloromethane (100 ml) and the filtrate evaporated to afford the crude title compound as a yellow-orange solid (8.1 ... Reactants: [Al+3], ClCCl, [Cl-], [Cl-], [Cl-], O=C(Cl)CCl, Cl, COC(=O)COc1cccs1. Product: COC(=O)COc1cc(C(=O)CCl)cs1. RXN SMILES: [Al+3:18].[CH2:22]([Cl:23])[Cl:24].[Cl-:17].[Cl-:19].[Cl-:20].[Cl:12][CH2:13][C:14](=[O:15])[Cl:16].[ClH:21].[s:1]1[c:2]([O:6][CH2:7][C:8](=[O:9])[O:10][CH3:11])[cH:3][cH:4][cH:5]1>>[s:1]1[c:2]([O:6][CH2:7][C:8](=[O:9])[O:10][CH3:11])[cH:3][c:4]([C:14]([CH2:13][Cl:12])=[O:15])[cH:5]1. Reactants: ClC1=CC=C(OCC(=O)N(C)C)C=C1 (2-(4-chlorophenoxy)-N,N-dimethyl acetamide), C(C)(C)NC(C)C (di-isopropylamine), C1(CCCCC1)=O (cyclohexanone), C(CCC)[Li] (n-butyl lithium), [Cl-].[NH4+] (ammonium chloride). Run in O1CCCC1 (tetrahydrofuran), O1CCCC1 (tetrahydrofuran). Conditions: temperature -78 celsius, time 10 minute. Yields the product C(C)(C)[N-]C(C)C.[Li+] (Lithium di-isopropylamide), ClC1=CC=C(OC(C2(CCCCC2)O)C(=O)N(C)C)C=C1 (1-[(4-chlorophenoxy)((dimethylamino)carbonyl)methyl]cyclohexanol). RXN SMILES: [CH:1]([NH:4][CH:5]([CH3:7])[CH3:6])([CH3:3])[CH3:2].C([Li:12])CCC.[Cl:13][C:14]1[CH:26]=[CH:25][C:17]([O:18][CH2:19][C:20]([N:22]([CH3:24])[CH3:23])=[O:21])=[CH:16][CH:15]=1.[C:27]1(=[O:33])[CH2:32][CH2:31][CH2:30][CH2:29][CH2:28]1.[Cl-].[NH4+]>O1CCCC1>[CH:1]([N-:4][CH:5]([CH3:7])[CH3:6])([CH3:3])[CH3:2].[Li+:12].[Cl:13][C:14]1[CH:15]=[CH:16][C:17]([O:18][CH:19]([C:20]([N:22]([CH3:24])[CH3:23])=[O:21])[C:27]2([OH:33])[CH2:32][CH2:31][CH2:30][CH2:29][CH2:28]2)=[CH:25][CH:26]=1 |f:4.5,7.8|. Reported procedure: Lithium di-isopropylamide was prepared by dissolving di-isopropylamine (11 ml) in tetrahydrofuran (150 ml) followed by the addition of n-butyl lithium (50 ml of 1.7 molar). After 10 minutes stirring, the straw colored liquid was cooled to -78° C. and a solution of 2-(4-chlorophenoxy)-N,N-dimethyl acetamide (16 g, 0.074 mole) in tetrahydrofuran (25 ml) was slowly added. The mixture was stirred for 20 minutes at -78° C. and cyclohexanone (7 ml) added. After 45 minutes at -78° C., the reaction mixt...